Task: describe an organic reaction: reactants, conditions, products, and yield. Dataset: the Open Reaction Database (ORD), a public repository of structured organic reaction records The reactants are CC(C)([O-])C.[Na+] (Sodium tert-butoxide), C(C)(=O)[O-].[K+] (Potassium acetate), C(C(=O)O)(=O)O.C(CCC)NN (butyl hydrazine oxalate), C1(=CC=CC=C1)S(=O)(=O)CCCC(C)=O (5-Benzenesulfonylpentan-2-one), C(C(=O)OCC)(=O)OCC (diethyl oxalate). Solvent: C(C)(=O)O (acetic acid), C(C)O (ethanol), C(C)O (ethanol). Reaction conditions: temperature 0 celsius, time 30 minute. Product: C1(=CC=CC=C1)S(=O)(=O)CCCC1=CC(=NN1CCCC)C(=O)OCC (ethyl 5-(3-benzenesulfonylpropyl)-1-butyl-1H-pyrazole-3-carboxylate). The yield is 47.4%. As a reaction SMILES: CC(C)([O-])C.[Na+].[C:7]1([S:13]([CH2:16][CH2:17][CH2:18][C:19](=O)[CH3:20])(=[O:15])=[O:14])[CH:12]=[CH:11][CH:10]=[CH:9][CH:8]=1.[C:22]([O:29][CH2:30][CH3:31])(=[O:28])[C:23](OCC)=O.C([O-])(=O)C.[K+].C(O)(=O)C(O)=O.[CH2:43]([NH:47][NH2:48])[CH2:44][CH2:45][CH3:46]>C(O)C.C(O)(=O)C>[C:7]1([S:13]([CH2:16][CH2:17][CH2:18][C:19]2[N:47]([CH2:43][CH2:44][CH2:45][CH3:46])[N:48]=[C:23]([C:22]([O:29][CH2:30][CH3:31])=[O:28])[CH:20]=2)(=[O:15])=[O:14])[CH:12]=[CH:11][CH:10]=[CH:9][CH:8]=1 |f:0.1,4.5,6.7|. Reported procedure: Sodium tert-butoxide (15.4 g, 160 mmol) was combined with ethanol (53 mL) and allowed to stir for 30 minutes. 5-Benzenesulfonylpentan-2-one (16.8 g, 74.2 mmol) and diethyl oxalate (10.1 mL, 74.2 mmol) were added to the reaction mixture in 20 mL of ethanol via an addition funnel. The reaction was maintained for 1 hour and the solution changed in color from orange to red. Potassium acetate (10.9 g, 111 mmol) was added to the reaction mixture, followed by addition of acetic acid (37 mL, 2M). The re...